The task is: describe an organic reaction: reactants, conditions, products, and yield. This data is from the Open Reaction Database (ORD), a public repository of structured organic reaction records. Starting materials: C(C)OC(=O)C=1C(=NC(=NC1)SC)Cl (5-ethoxycarbonyl-4-chloro-2-methylthiopyrimidine), O1C(=CC=C1)C(=O)NN (2-furoic hydrazide). Reaction SMILES: [CH2:1]([O:3][C:4]([C:6]1[C:7](Cl)=[N:8][C:9]([S:12][CH3:13])=[N:10][CH:11]=1)=[O:5])[CH3:2].[O:15]1[CH:19]=[CH:18][CH:17]=[C:16]1[C:20]([NH:22][NH2:23])=[O:21]>>[CH2:1]([O:3][C:4]([C:6]1[CH:11]=[N:10][C:9]([S:12][CH3:13])=[N:8][C:7]=1[NH:23][NH:22][C:20]([C:16]1[O:15][CH:19]=[CH:18][CH:17]=1)=[O:21])=[O:5])[CH3:2]. Procedure details: Compound ee was obtained using 5-ethoxycarbonyl-4-chloro-2-methylthiopyrimidine and 2-furoic hydrazide in the same manner as in Reference Example 19. The product is C(C)OC(=O)C=1C=NC(=NC1NNC(=O)C=1OC=CC1)SC (N-(5-Ethoxycarbonyl-2-methylthiopyrimidin-6-yl]-N′-(2-furoyl)hydrazine). The reactants are [BH4-], C1CCOC1, CO, COC(=O)c1ccc2[nH]cc(C=C[N+](=O)[O-])c2c1, [Na+]. The product is COC(=O)c1ccc2[nH]cc(CC[N+](=O)[O-])c2c1. As a reaction SMILES: [BH4-:19].[CH2:21]1[O:22][CH2:23][CH2:24][CH2:25]1.[CH3:26][OH:27].[N+:1](=[O:2])([O-:3])[CH:4]=[CH:5][c:6]1[cH:7][nH:8][c:9]2[cH:10][cH:11][c:12]([C:15](=[O:16])[O:17][CH3:18])[cH:13][c:14]12.[Na+:20]>>[N+:1](=[O:2])([O-:3])[CH2:4][CH2:5][c:6]1[cH:7][nH:8][c:9]2[cH:10][cH:11][c:12]([C:15](=[O:16])[O:17][CH3:18])[cH:13][c:14]12. Starting materials: CN(C(OC(C)(C)C)=O)CCN(C=1C=NC=C(C1)C)C (tert-Butyl N-methyl-N-[2-[methyl-(5-methyl-3-pyridyl)amino]ethyl]carbamate), Cl (Hydrochloric acid). Solvent: C(Cl)Cl (DCM). Run at time 48 hour. Yields the product Cl.Cl.CN(CCNC)C=1C=NC=C(C1)C (N,N′-Dimethyl-N-(5-methyl-3-pyridyl)ethane-1,2-diamine dihydrochloride). As a reaction SMILES: [CH3:1][N:2]([CH2:10][CH2:11][N:12]([CH3:20])[C:13]1[CH:14]=[N:15][CH:16]=[C:17]([CH3:19])[CH:18]=1)C(=O)OC(C)(C)C.[ClH:21]>C(Cl)Cl>[ClH:21].[ClH:21].[CH3:20][N:12]([C:13]1[CH:14]=[N:15][CH:16]=[C:17]([CH3:19])[CH:18]=1)[CH2:11][CH2:10][NH:2][CH3:1] |f:3.4.5|. Reported procedure: tert-Butyl N-methyl-N-[2-[methyl-(5-methyl-3-pyridyl)amino]ethyl]carbamate (301 mg, 1.078 mmol) was dissolved in DCM (40 ml). Hydrochloric acid (4M in dioxane, 5.4 ml) was added and the mixture was stirred at room temperature for 48 hours. The mixture was concentrated under reduced pressure, diethylether was added and the mixture was stirred at room temperature for 4 days. The solids were collected by filtration, rinsed with diethylether and dried under reduced pressure to yield 199 mg (0.789 mm...